Dataset: the Open Reaction Database (ORD), a public repository of structured organic reaction records. Task: describe an organic reaction: reactants, conditions, products, and yield Yields the product CC(C)(C)OC(=O)N1CCN(c2ccc(OC(F)(F)F)cc2)CC1. As a reaction SMILES: [Br:20][c:21]1[cH:22][cH:23][c:24]([O:27][C:28]([F:29])([F:30])[F:31])[cH:25][cH:26]1.[C:1](=[O:2])([O-:3])[O-:4].[C:7]([CH3:8])([CH3:9])([CH3:10])[O:11][C:12](=[O:13])[N:14]1[CH2:15][CH2:16][NH:17][CH2:18][CH2:19]1.[CH2:39]([O:40][C:41](=[O:42])[CH3:43])[CH3:44].[CH3:32][c:33]1[cH:34][cH:35][cH:36][cH:37][cH:38]1.[Cs+:5].[Cs+:6].[O-:46][C:47]([CH3:48])=[O:49].[O-:50][C:51]([CH3:52])=[O:53].[Pd+2:45]>>[C:7]([CH3:8])([CH3:9])([CH3:10])[O:11][C:12](=[O:13])[N:14]1[CH2:15][CH2:16][N:17]([c:21]2[cH:22][cH:23][c:24]([O:27][C:28]([F:29])([F:30])[F:31])[cH:25][cH:26]2)[CH2:18][CH2:19]1. Reactants: FC(F)(F)Oc1ccc(Br)cc1, O=C([O-])[O-], CC(C)(C)OC(=O)N1CCNCC1, CCOC(C)=O, Cc1ccccc1, [Cs+], [Cs+], CC(=O)[O-], CC(=O)[O-], [Pd+2]. The reactants are ClC1=CC(=C(CN2N=CC3=CC(=CC=C23)C=C2C(N=C(S2)SCC)=O)C=C1)C(F)(F)F (5-[1-(4-chloro-2-trifluoromethyl-benzyl)-1H-indazol-5-ylmethylene]-2-ethylsulfanyl-thiazol-4-one), FC(CN1CCNCC1)(F)F (1-(2,2,2-trifluoro-ethyl)piperazine). The product is ClC1=CC(=C(CN2N=CC3=CC(=CC=C23)C=C2C(N=C(S2)N2CCN(CC2)CC(F)(F)F)=O)C=C1)C(F)(F)F (5-[1-(4-Chloro-2-trifluoromethyl-benzyl)-1H-indazol-5-ylmethylene]-2-[4-(2,2,2-trifluoro-ethyl)-piperazin-1-yl]-thiazol-4-one). Reaction SMILES: [Cl:1][C:2]1[CH:27]=[CH:26][C:5]([CH2:6][N:7]2[C:15]3[C:10](=[CH:11][C:12]([CH:16]=[C:17]4[S:21][C:20](SCC)=[N:19][C:18]4=[O:25])=[CH:13][CH:14]=3)[CH:9]=[N:8]2)=[C:4]([C:28]([F:31])([F:30])[F:29])[CH:3]=1.[F:32][C:33]([F:42])([F:41])[CH2:34][N:35]1[CH2:40][CH2:39][NH:38][CH2:37][CH2:36]1>>[Cl:1][C:2]1[CH:27]=[CH:26][C:5]([CH2:6][N:7]2[C:15]3[C:10](=[CH:11][C:12]([CH:16]=[C:17]4[S:21][C:20]([N:38]5[CH2:37][CH2:36][N:35]([CH2:34][C:33]([F:41])([F:42])[F:32])[CH2:40][CH2:39]5)=[N:19][C:18]4=[O:25])=[CH:13][CH:14]=3)[CH:9]=[N:8]2)=[C:4]([C:28]([F:31])([F:29])[F:30])[CH:3]=1. Procedure details: 5-[1-(4-Chloro-2-trifluoromethyl-benzyl)-1H-indazol-5-ylmethylene]-2-[4-(2,2,2-trifluoro-ethyl)-piperazin-1-yl]-thiazol-4-one was prepared from 5-[1-(4-chloro-2-trifluoromethyl-benzyl)-1H-indazol-5-ylmethylene]-2-ethylsulfanyl-thiazol-4-one and 1-(2,2,2-trifluoro-ethyl)piperazine following General Procedure C. The reactants are NC1=CC=C(C=N1)C(=O)N1CCOCC1 ((6-Aminopyridin-3-yl)(morpholino)methanone), BrC=1C(N(N=C(C1)Cl)C)=O (4-bromo-6-chloro-2-methylpyridazin-3(2H)-one), water ice, C([O-])([O-])=O.[Cs+].[Cs+] (Cesium carbonate). Reagents/catalysts: CC1(C2=CC=CC(=C2OC=2C(=CC=CC12)P(C1=CC=CC=C1)C1=CC=CC=C1)P(C1=CC=CC=C1)C1=CC=CC=C1)C ((9,9-dimethyl-9H-xanthene-4,5-diyl)bis(diphenylphosphine)), C=1C=CC(=CC1)/C=C/C(=O)/C=C/C2=CC=CC=C2.C=1C=CC(=CC1)/C=C/C(=O)/C=C/C2=CC=CC=C2.C=1C=CC(=CC1)/C=C/C(=O)/C=C/C2=CC=CC=C2.[Pd].[Pd] (Pd2 (dba)3). Solvent: CN(C)C=O (DMF). Conditions: temperature 93 celsius. Product: ClC=1C=C(C(N(N1)C)=O)NC1=NC=C(C=C1)C(=O)N1CCOCC1 (6-Chloro-2-methyl-4-[5-(morpholine-4-carbonyl)-pyridin-2-ylamino]-2H-pyridazin-3-one). Yield: 71.7%. RXN SMILES: [NH2:1][C:2]1[N:7]=[CH:6][C:5]([C:8]([N:10]2[CH2:15][CH2:14][O:13][CH2:12][CH2:11]2)=[O:9])=[CH:4][CH:3]=1.Br[C:17]1[C:18](=[O:25])[N:19]([CH3:24])[N:20]=[C:21]([Cl:23])[CH:22]=1.C(=O)([O-])[O-].[Cs+].[Cs+]>CN(C=O)C.C1C=CC(/C=C/C(/C=C/C2C=CC=CC=2)=O)=CC=1.C1C=CC(/C=C/C(/C=C/C2C=CC=CC=2)=O)=CC=1.C1C=CC(/C=C/C(/C=C/C2C=CC=CC=2)=O)=CC=1.[Pd].[Pd].CC1(C)C2C=CC=C(P(C3C=CC=CC=3)C3C=CC=CC=3)C=2OC2C1=CC=CC=2P(C1C=CC=CC=1)C1C=CC=CC=1>[Cl:23][C:21]1[CH:22]=[C:17]([NH:1][C:2]2[CH:3]=[CH:4][C:5]([C:8]([N:10]3[CH2:15][CH2:14][O:13][CH2:12][CH2:11]3)=[O:9])=[CH:6][N:7]=2)[C:18](=[O:25])[N:19]([CH3:24])[N:20]=1 |f:2.3.4,6.7.8.9.10|. Procedure details: (6-Aminopyridin-3-yl)(morpholino)methanone (58 g, 280 mmol, Eq: 1.00), 4-bromo-6-chloro-2-methylpyridazin-3(2H)-one (63.66 g, 285 mmol, Eq: 1.02) and (9,9-dimethyl-9H-xanthene-4,5-diyl)bis(diphenylphosphine) (4.86 g, 8.4 mmol, Eq: 0.03) were dissolved in DMF (1.1 l) under heating. Cesium carbonate (274 g, 840 mmol, Eq: 3) was added. Finally Pd2 (dba)3 (3.84 g, 4.2 mmol, Eq: 0.015) was added under an argon atmosphere. The reaction mixture was heated to 93° C. (internal temperature) for 3 hr. The ... Product: O=[N+]([O-])c1ccccc1OCCCNc1nc(Cl)ncc1Br. As a reaction SMILES: [Br:1][c:2]1[c:3]([NH:9][CH2:10][CH2:11][CH2:12][OH:13])[n:4][c:5]([Cl:8])[n:6][cH:7]1.[CH2:55]1[O:56][CH2:57][CH2:58][CH2:59]1.[N+:14](=[O:15])([O-:16])[c:17]1[c:18]([OH:23])[cH:19][cH:20][cH:21][cH:22]1.[O:43]=[C:44]([O:45][CH2:46][CH3:47])[N:48]=[N:49][C:50]([O:51][CH2:52][CH3:53])=[O:54].[c:24]1([P:25]([c:26]2[cH:27][cH:28][cH:29][cH:30][cH:31]2)[c:32]2[cH:33][cH:34][cH:35][cH:36][cH:37]2)[cH:38][cH:39][cH:40][cH:41][cH:42]1>>[Br:1][c:2]1[c:3]([NH:9][CH2:10][CH2:11][CH2:12][O:13][c:18]2[c:17]([N+:14](=[O:15])[O-:16])[cH:22][cH:21][cH:20][cH:19]2)[n:4][c:5]([Cl:8])[n:6][cH:7]1. The reactants are OCCCNc1nc(Cl)ncc1Br, C1CCOC1, O=[N+]([O-])c1ccccc1O, CCOC(=O)N=NC(=O)OCC, c1ccc(P(c2ccccc2)c2ccccc2)cc1. The reactants are NC1=NC=2C(=C(C=CC2C=2N1CCN2)OCCCS(=O)(=O)N(C)C)OC (3-[(5-amino-7-methoxy-2,3-dihydroimidazo[1,2-c]quinazolin-8-yl)oxy]-N,N-dimethylpropane-1-sulfonamide), NC1=NC=C(C=N1)C(=O)O (2-aminopyrimidine-5-carboxylic acid). The product is NC1=NC=C(C=N1)C(=O)NC1=NC=2C(=C(C=CC2C=2N1CCN2)OCCCS(=O)(=O)N(C)C)OC (2-amino-N-(8-{3-[(dimethylamino)sulfonyl]propoxy}-7-methoxy-2,3-dihydroimidazo[1,2-c]quinazolin-5-yl)pyrimidine-5-carboxamide). Reaction SMILES: [NH2:1][C:2]1[N:11]2[CH2:12][CH2:13][N:14]=[C:10]2[C:9]2[CH:8]=[CH:7][C:6]([O:15][CH2:16][CH2:17][CH2:18][S:19]([N:22]([CH3:24])[CH3:23])(=[O:21])=[O:20])=[C:5]([O:25][CH3:26])[C:4]=2[N:3]=1.[NH2:27][C:28]1[N:33]=[CH:32][C:31]([C:34](O)=[O:35])=[CH:30][N:29]=1>>[NH2:27][C:28]1[N:33]=[CH:32][C:31]([C:34]([NH:1][C:2]2[N:11]3[CH2:12][CH2:13][N:14]=[C:10]3[C:9]3[CH:8]=[CH:7][C:6]([O:15][CH2:16][CH2:17][CH2:18][S:19]([N:22]([CH3:24])[CH3:23])(=[O:20])=[O:21])=[C:5]([O:25][CH3:26])[C:4]=3[N:3]=2)=[O:35])=[CH:30][N:29]=1. Procedure details: The procedure used for the preparation of Example 16, Step 2 was used to prepare the title compound from 3-[(5-amino-7-methoxy-2,3-dihydroimidazo[1,2-c]quinazolin-8-yl)oxy]-N,N-dimethylpropane-1-sulfonamide (Step 1) and 2-aminopyrimidine-5-carboxylic acid. High vacuum drying gave the title compound (261 mg, 79%): HPLC MS RT=2.09 min, MH+=503.2; 1H NMR (DMSO-d6+2 drops TFA-d) δ: 2.20-2.25 (2H, m), 2.78 (6H, s), 3.20-3.25 (2H, m), 3.99 (3H, s), 4.18-4.25 (2H, m), 4.37 (2H, t), 4.48-4.55 (2H, m), 7... Reactants: BrC1=NC(=C(C(=O)OC)C=C1)C (methyl 6-bromo-2-methylnicotinate), CN1C(NC(C1=O)C)=O (3,5-dimethylimidazolidine-2,4-dione). The product is CN1C(N(C(C1=O)C)C1=NC(=C(C(=O)OC)C=C1)C)=O (methyl 6-(3,5-dimethyl-2,4-dioxoimidazolidin-1-yl)-2-methylnicotinate). The yield is 16.4%. RXN SMILES: Br[C:2]1[CH:11]=[CH:10][C:5]([C:6]([O:8][CH3:9])=[O:7])=[C:4]([CH3:12])[N:3]=1.[CH3:13][N:14]1[C:18](=[O:19])[CH:17]([CH3:20])[NH:16][C:15]1=[O:21]>>[CH3:13][N:14]1[C:18](=[O:19])[CH:17]([CH3:20])[N:16]([C:2]2[CH:11]=[CH:10][C:5]([C:6]([O:8][CH3:9])=[O:7])=[C:4]([CH3:12])[N:3]=2)[C:15]1=[O:21]. Procedure: Using methyl 6-bromo-2-methylnicotinate (96 mg) and 3,5-dimethylimidazolidine-2,4-dione (107 mg) described in Preparation Example 217 and by the reaction and treatment in the same manner as in Preparation Example 48, the title compound (19 mg) was obtained. Starting materials: CO, c1ccc(Nc2ccccc2)cc1, O=P(O)(O)O. RXN SMILES: [CH3:19][OH:20].[NH:1]([c:2]1[cH:3][cH:4][cH:5][cH:6][cH:7]1)[c:8]1[cH:9][cH:10][cH:11][cH:12][cH:13]1.[P:14](=[O:15])([OH:16])([OH:17])[OH:18]>>[N:1]([c:2]1[cH:3][cH:4][cH:5][cH:6][cH:7]1)([c:8]1[cH:9][cH:10][cH:11][cH:12][cH:13]1)[CH3:19]. Product: CN(c1ccccc1)c1ccccc1. The reactants are C(C)(C)N (isopropylamine), O1C(COC2=C(C=C(C=C2)C=2CCC(NN2)=O)[N+](=O)[O-])C1 (6-[4-(2,3-epoxypropoxy)-3-nitrophenyl]-4,5-dihydro-3(2H)-pyridazinone), ClCC(COC1=C(C=C(C=C1)C=1CCC(NN1)=O)[N+](=O)[O-])O (6-[4-(3-chloro-2-hydroxypropoxy)-3-nitrophenyl]-4,5-dihydro-3(2H)-pyridazinone). Run in CO (methanol). The product is OC(COC1=C(C=C(C=C1)C=1CCC(NN1)=O)[N+](=O)[O-])CNC(C)C (6-[4-(2-hydroxy-3-isopropylaminopropoxy)-3-nitrophenyl]-4,5-dihydro-3(2H)-pyridazinone), Cl (hydrochloride). As a reaction SMILES: [O:1]1[CH2:21][CH:2]1[CH2:3][O:4][C:5]1[CH:10]=[CH:9][C:8]([C:11]2[CH2:12][CH2:13][C:14](=[O:17])[NH:15][N:16]=2)=[CH:7][C:6]=1[N+:18]([O-:20])=[O:19].[Cl:22]CC(O)COC1C=C[C:30]([C:33]2[CH2:34]CC(=O)N[N:38]=2)=CC=1[N+]([O-])=O.C(N)(C)C>CO>[OH:1][CH:2]([CH2:21][NH:38][CH:33]([CH3:34])[CH3:30])[CH2:3][O:4][C:5]1[CH:10]=[CH:9][C:8]([C:11]2[CH2:12][CH2:13][C:14](=[O:17])[NH:15][N:16]=2)=[CH:7][C:6]=1[N+:18]([O-:20])=[O:19].[ClH:22]. Procedure details: A mixture of 6-[4-(2,3-epoxypropoxy)-3-nitrophenyl]-4,5-dihydro-3(2H)-pyridazinone and 6-[4-(3-chloro-2-hydroxypropoxy)-3-nitrophenyl]-4,5-dihydro-3(2H)-pyridazinone (0.9 g) was stirred with methanol (9 ml) and isopropylamine (1.6 ml) and heated under reflux for 60 minutes. Evaporation under reduced pressure gave a glassy solid, 0.96 g, from which 6-[4-(2-hydroxy-3-isopropylaminopropoxy)-3-nitrophenyl]-4,5-dihydro-3(2H)-pyridazinone was isolated as its hydrochloride (m.p. 210°-215°C) by column c... Starting materials: O=C([O-])O, Cc1ccncc1N1CCN(c2ccc3c(c2)C(C)(C)C(=O)N3COCC[Si](C)(C)C)C1=O, Cl, C1COCCO1. Yields the product Cc1ccncc1N1CCN(c2ccc3c(c2)C(C)(C)C(=O)N3CO)C1=O. Reaction SMILES: [C:41](=[O:42])([OH:43])[O-:44].[CH3:8][C:9]1([CH3:40])[C:10](=[O:39])[N:11]([CH2:31][O:32][CH2:33][CH2:34][Si:35]([CH3:36])([CH3:37])[CH3:38])[c:12]2[cH:13][cH:14][c:15]([N:18]3[C:19](=[O:30])[N:20]([c:23]4[cH:24][n:25][cH:26][cH:27][c:28]4[CH3:29])[CH2:21][CH2:22]3)[cH:16][c:17]21.[ClH:7].[O:1]1[CH2:2][CH2:3][O:4][CH2:5][CH2:6]1>>[CH3:8][C:9]1([CH3:40])[C:10](=[O:39])[N:11]([CH2:31][OH:32])[c:12]2[cH:13][cH:14][c:15]([N:18]3[C:19](=[O:30])[N:20]([c:23]4[cH:24][n:25][cH:26][cH:27][c:28]4[CH3:29])[CH2:21][CH2:22]3)[cH:16][c:17]21.